Task: describe an organic reaction: reactants, conditions, products, and yield. Dataset: the Open Reaction Database (ORD), a public repository of structured organic reaction records Starting materials: BrC1=C(C(=CC=C1)[N+](=O)[O-])F (1-bromo-2-fluoro-3-nitrobenzene), NC1=CC=CC=C1 (aniline). The solvent is CS(=O)C (DMSO). Reaction conditions: temperature 100 celsius. Product: BrC1=C(C(=CC=C1)[N+](=O)[O-])NC1=CC=CC=C1 ((2-bromo-6-nitrophenyl)phenylamine). Reaction SMILES: [Br:1][C:2]1[CH:7]=[CH:6][CH:5]=[C:4]([N+:8]([O-:10])=[O:9])[C:3]=1F.[NH2:12][C:13]1[CH:18]=[CH:17][CH:16]=[CH:15][CH:14]=1>CS(C)=O>[Br:1][C:2]1[CH:7]=[CH:6][CH:5]=[C:4]([N+:8]([O-:10])=[O:9])[C:3]=1[NH:12][C:13]1[CH:18]=[CH:17][CH:16]=[CH:15][CH:14]=1. Procedure details: A solution of 1-bromo-2-fluoro-3-nitrobenzene (5 g, 22.7 mmol) and aniline (4.2 mL, 45 mmol) in DMSO (10 mL, 2M) in a sealed flask was evacuated and purged with argon. The mixture was heated at 100° C. for 12 h. The cooled mixture was diluted with KHSO4 (aq. satd. solution, 100 mL) and brine, dried (Na2SO4) and concentrated to give the product (2-bromo-6-nitrophenyl)phenylamine as a bright orange solid (6.5 g, quant.). 1H NMR (400 MHz, CDCl3): δ 7.96 (1H, dd, J=8.5, 1.7 Hz), 7.86 (1H, br s), 7.7... Reactants: CC(=O)O[BH-](OC(C)=O)OC(C)=O, O=C([O-])O, CC(=O)O, ClC(Cl)Cl, CC(C)(C)OC(=O)NC1CCNCC1, [Na+], [Na+], O=Cc1ccc2c(c1)OCCO2. The product is CC(C)(C)OC(=O)NC1CCN(Cc2ccc3c(c2)OCCO3)CC1. RXN SMILES: [C:27]([O:28][BH-:29]([O:30][C:31](=[O:32])[CH3:33])[O:34][C:35](=[O:36])[CH3:37])(=[O:38])[CH3:39].[C:41](=[O:42])([O-:43])[OH:44].[CH3:46][C:47](=[O:48])[OH:49].[CH:50]([Cl:51])([Cl:52])[Cl:53].[NH:13]1[CH2:14][CH2:15][CH:16]([NH:19][C:20]([O:21][C:22]([CH3:23])([CH3:24])[CH3:25])=[O:26])[CH2:17][CH2:18]1.[Na+:40].[Na+:45].[O:1]1[CH2:2][CH2:3][O:4][c:5]2[c:6]1[cH:7][cH:8][c:9]([CH:11]=[O:12])[cH:10]2>>[O:1]1[CH2:2][CH2:3][O:4][c:5]2[c:6]1[cH:7][cH:8][c:9]([CH2:11][N:13]1[CH2:14][CH2:15][CH:16]([NH:19][C:20]([O:21][C:22]([CH3:23])([CH3:24])[CH3:25])=[O:26])[CH2:17][CH2:18]1)[cH:10]2. Reactants: N(CCO)CCO (Diethanolamine), CC(C)(C1=CC=C(C=C1)OCC2CO2)C3=CC=C(C=C3)OCC4CO4 (diglycidyl ether of bisphenol A), CC(C)(C1=CC=C(C=C1)OCC2CO2)C3=CC=C(C=C3)OCC4CO4 (diglycidyl ether of bisphenol A), CC(C)(C1=CC=C(C=C1)OCC2CO2)C3=CC=C(C=C3)OCC4CO4 (diglycidyl ether of bisphenol A), N(CCO)CCO (diethanolamine). Run at time 12 hour. Yields the product OC1=CC=C(C=C1)C(C)(C)C1=CC=C(C=C1)O (Bisphenol A). As a reaction SMILES: N(CCO)CCO.[CH3:8][C:9]([C:22]1[CH:27]=[CH:26][C:25]([O:28]CC2OC2)=[CH:24][CH:23]=1)([C:11]1[CH:16]=[CH:15][C:14]([O:17]CC2OC2)=[CH:13][CH:12]=1)[CH3:10]>>[OH:17][C:14]1[CH:13]=[CH:12][C:11]([C:9]([C:22]2[CH:23]=[CH:24][C:25]([OH:28])=[CH:26][CH:27]=2)([CH3:10])[CH3:8])=[CH:16][CH:15]=1. Reported procedure: Diethanolamine (525.70 grams, 5.00 amine hydrogen equivalents) is added to a 2 liter glass reactor equipped with a mechanical stirrer, chilled water condenser, nitrogen inlet, thermostatically controlled heating mantle, thermometer, and an inlet tube for the diglycidyl ether of bisphenol A. The diethanolamine is heated to 70° C. under a stream of nitrogen flowing at 1 liter per minute, then stirring commenced. A peristaltic pump is started to add diglycidyl ether of bisphenol A (179.95 epoxide e... Starting materials: FC1=C(C=CC=C1)N1CC2(CCN(CC2)C)C2=CC=CC=C12 (1-(2-fluorophenyl)-1'-methylspiro[indoline-3,4'-piperidine]), base, N#CBr (cyanogen bromide), C([O-])([O-])=O.[K+].[K+] (potassium carbonate), N#CBr (cyanogen bromide). Run in C(Cl)Cl (methylene dichloride). Conditions: time 5 hour. Yields the product C(#N)N1CCC2(CC1)CN(C1=CC=CC=C12)C1=C(C=CC=C1)F (1'-cyano-1-(2-fluorophenyl)spiro[indoline-3,4'-piperidine]). RXN SMILES: [F:1][C:2]1[CH:7]=[CH:6][CH:5]=[CH:4][C:3]=1[N:8]1[C:22]2[C:17](=[CH:18][CH:19]=[CH:20][CH:21]=2)[C:10]2([CH2:15][CH2:14][N:13]([CH3:16])[CH2:12][CH2:11]2)[CH2:9]1.[N:23]#CBr.C(=O)([O-])[O-].[K+].[K+]>C(Cl)Cl>[C:16]([N:13]1[CH2:14][CH2:15][C:10]2([C:17]3[C:22](=[CH:21][CH:20]=[CH:19][CH:18]=3)[N:8]([C:3]3[CH:4]=[CH:5][CH:6]=[CH:7][C:2]=3[F:1])[CH2:9]2)[CH2:11][CH2:12]1)#[N:23] |f:2.3.4|. Reported procedure: A mixture of 0.82 g of 1-(2-fluorophenyl)-1'-methylspiro[indoline-3,4'-piperidine], free base of Example 10, 0.92 g of cyanogen bromide and 1 g of potassium carbonate in 24 ml of methylene dichloride is stirred at ambient temperature for 5 hours and then an additional 0.20 g of cyanogen bromide is added. Stirring is continued for 16 hours before filtering the mixture. The filtrate is boiled with methyl alcohol and the hot solution is evaporated to dryness leaving a brown foam. This product is pu... Reactants: CC(=O)O[BH-](OC(C)=O)OC(C)=O, CN1CCNCC1, CC(=O)O, CC(Cl)Cl, COc1cc(-c2cn(C3CCC(=O)CC3)c3ncnc(N)c23)ccc1NC(=O)CCc1ccccc1, [Na+]. Product: COc1cc(-c2cn(C3CCC(N4CCN(C)CC4)CC3)c3ncnc(N)c23)ccc1NC(=O)CCc1ccccc1. RXN SMILES: [C:48]([O:49][BH-:50]([O:51][C:52](=[O:53])[CH3:54])[O:55][C:56](=[O:57])[CH3:58])(=[O:59])[CH3:60].[CH3:37][N:38]1[CH2:39][CH2:40][NH:41][CH2:42][CH2:43]1.[CH3:44][C:45](=[O:46])[OH:47].[Cl:62][CH:63]([Cl:64])[CH3:65].[NH2:1][c:2]1[c:3]2[c:4]([n:5][cH:6][n:7]1)[n:8]([CH:30]1[CH2:31][CH2:32][C:33](=[O:36])[CH2:34][CH2:35]1)[cH:9][c:10]2-[c:11]1[cH:12][c:13]([O:28][CH3:29])[c:14]([NH:17][C:18]([CH2:19][CH2:20][c:21]2[cH:22][cH:23][cH:24][cH:25][cH:26]2)=[O:27])[cH:15][cH:16]1.[Na+:61]>>[NH2:1][c:2]1[c:3]2[c:4]([n:5][cH:6][n:7]1)[n:8]([CH:30]1[CH2:31][CH2:32][CH:33]([N:41]3[CH2:40][CH2:39][N:38]([CH3:37])[CH2:43][CH2:42]3)[CH2:34][CH2:35]1)[cH:9][c:10]2-[c:11]1[cH:12][c:13]([O:28][CH3:29])[c:14]([NH:17][C:18]([CH2:19][CH2:20][c:21]2[cH:22][cH:23][cH:24][cH:25][cH:26]2)=[O:27])[cH:15][cH:16]1. Starting materials: CC(C)(C)OC(=O)N1CCC(S(=O)(=O)c2ccc(Nc3ncc(NC(=O)c4cc(NC(=O)c5cccc(C(F)(F)F)c5)ccc4Cl)cn3)cc2)CC1, ClCCl, O=C(O)C(F)(F)F. Yields the product O=C(O)C(F)(F)F, O=C(Nc1ccc(Cl)c(C(=O)Nc2cnc(Nc3ccc(S(=O)(=O)C4CCNCC4)cc3)nc2)c1)c1cccc(C(F)(F)F)c1. As a reaction SMILES: [C:1]([O:2][C:3](=[O:4])[N:8]1[CH2:9][CH2:10][CH:11]([S:14](=[O:15])(=[O:16])[c:17]2[cH:18][cH:19][c:20]([NH:23][c:24]3[n:25][cH:26][c:27]([NH:30][C:31]([c:32]4[c:33]([Cl:51])[cH:34][cH:35][c:36]([NH:38][C:39]([c:40]5[cH:41][c:42]([C:46]([F:47])([F:48])[F:49])[cH:43][cH:44][cH:45]5)=[O:50])[cH:37]4)=[O:52])[cH:28][n:29]3)[cH:21][cH:22]2)[CH2:12][CH2:13]1)([CH3:5])([CH3:6])[CH3:7].[Cl:60][CH2:61][Cl:62].[F:53][C:54]([C:55](=[O:56])[OH:57])([F:58])[F:59]>>[F:53][C:54]([C:55](=[O:56])[OH:57])([F:58])[F:59].[NH:8]1[CH2:9][CH2:10][CH:11]([S:14](=[O:15])(=[O:16])[c:17]2[cH:18][cH:19][c:20]([NH:23][c:24]3[n:25][cH:26][c:27]([NH:30][C:31]([c:32]4[c:33]([Cl:51])[cH:34][cH:35][c:36]([NH:38][C:39]([c:40]5[cH:41][c:42]([C:46]([F:47])([F:48])[F:49])[cH:43][cH:44][cH:45]5)=[O:50])[cH:37]4)=[O:52])[cH:28][n:29]3)[cH:21][cH:22]2)[CH2:12][CH2:13]1.